Dataset: the Open Reaction Database (ORD), a public repository of structured organic reaction records. Task: describe an organic reaction: reactants, conditions, products, and yield The reactants are COc1ccc(S(=O)(=O)Cl)cc1OC, CCOCC, CCCCCC, CCOC(C)=O, O=C1CCNc2ccccc2N1, c1ccncc1. The product is COc1ccc(S(=O)(=O)N2CCC(=O)Nc3ccccc32)cc1OC. RXN SMILES: [CH3:13][O:14][c:15]1[cH:16][c:17]([S:23](=[O:24])(=[O:25])[Cl:26])[cH:18][cH:19][c:20]1[O:21][CH3:22].[CH3:27][CH2:28][O:29][CH2:30][CH3:31].[CH3:32][CH2:33][CH2:34][CH2:35][CH2:36][CH3:37].[CH3:44][CH2:45][O:46][C:47](=[O:48])[CH3:49].[NH:1]1[C:2](=[O:12])[CH2:3][CH2:4][NH:5][c:6]2[c:7]1[cH:8][cH:9][cH:10][cH:11]2.[cH:38]1[cH:39][cH:40][n:41][cH:42][cH:43]1>>[NH:1]1[C:2](=[O:12])[CH2:3][CH2:4][N:5]([S:23]([c:17]2[cH:16][c:15]([O:14][CH3:13])[c:20]([O:21][CH3:22])[cH:19][cH:18]2)(=[O:24])=[O:25])[c:6]2[c:7]1[cH:8][cH:9][cH:10][cH:11]2. Starting materials: ClC1=CC=C(C(=O)C2=C(C=C(N2C)CC(=O)OCC)C)C=C1 (ethyl 5-(p-chlorobenzoyl)-1,4-dimethylpyrrole-2-acetate), C(C)O (ethanol). Yields the product ClC1=CC=C(C(=O)C2=C(C=C(N2C)CC(=O)O)C)C=C1 (5-(p-chlorobenzoyl)-1,4-dimethylpyrrole-2-acetic acid). As a reaction SMILES: [Cl:1][C:2]1[CH:22]=[CH:21][C:5]([C:6]([C:8]2[N:12]([CH3:13])[C:11]([CH2:14][C:15]([O:17]CC)=[O:16])=[CH:10][C:9]=2[CH3:20])=[O:7])=[CH:4][CH:3]=1.C(O)C>[OH-].[Na+].O>[Cl:1][C:2]1[CH:22]=[CH:21][C:5]([C:6]([C:8]2[N:12]([CH3:13])[C:11]([CH2:14][C:15]([OH:17])=[O:16])=[CH:10][C:9]=2[CH3:20])=[O:7])=[CH:4][CH:3]=1 |f:2.3|. Solvent: O (water), [OH-].[Na+] (sodium hydroxide). Procedure: A solution of 0.01 mole of ethyl 5-(p-chlorobenzoyl)-1,4-dimethylpyrrole-2-acetate in 12 ml. (0.012 mole) of IN sodium hydroxide solution and 5 ml. of 95% ethanol is refluxed for 30 minutes. The solution is diluted with water and the ethanol evaporated in vacuo. The remaining solution is filtered and the filtrate acidified with dilute HCl. The precipitated solid is collected by filtration and recrystallized from methanol-water to yield the product, 5-(p-chlorobenzoyl)-1,4-dimethylpyrrole-2-aceti... The reactants are [Al+3], CNC(=O)c1ccc(Cc2nc3ccccc3[nH]2)cc1, [H-], [H-], [H-], [H-], [K+], [Li+], C1CCOC1, [OH-], O. The product is CNCc1ccc(Cc2nc3ccccc3[nH]2)cc1. As a reaction SMILES: [Al+3:22].[CH3:1][NH:2][C:3]([c:4]1[cH:5][cH:6][c:7]([CH2:10][c:11]2[nH:12][c:13]3[c:14]([n:15]2)[cH:16][cH:17][cH:18][cH:19]3)[cH:8][cH:9]1)=[O:20].[H-:21].[H-:24].[H-:25].[H-:26].[K+:29].[Li+:23].[O:30]1[CH2:31][CH2:32][CH2:33][CH2:34]1.[OH-:28].[OH2:27]>>[CH3:1][NH:2][CH2:3][c:4]1[cH:5][cH:6][c:7]([CH2:10][c:11]2[nH:12][c:13]3[c:14]([n:15]2)[cH:16][cH:17][cH:18][cH:19]3)[cH:8][cH:9]1. Reactants: CCNCCCN1CCc2cccc3c2C1CC3, Cc1ccc(S(=O)(=O)Cl)cc1, ClCCl, Cl, Cl. Product: CCN(CCCN1CCc2cccc3c2C1CC3)S(=O)(=O)c1ccc(C)cc1, Cl. As a reaction SMILES: [CH2:14]([CH3:15])[NH:16][CH2:17][CH2:18][CH2:19][N:20]1[CH:21]2[CH2:22][CH2:23][c:24]3[cH:25][cH:26][cH:27][c:28]([c:31]32)[CH2:29][CH2:30]1.[CH3:1][c:2]1[cH:3][cH:4][c:5]([S:8](=[O:9])(=[O:10])[Cl:11])[cH:6][cH:7]1.[Cl:32][CH2:33][Cl:34].[ClH:12].[ClH:13]>>[CH3:1][c:2]1[cH:3][cH:4][c:5]([S:8](=[O:9])(=[O:10])[N:16]([CH2:14][CH3:15])[CH2:17][CH2:18][CH2:19][N:20]2[CH:21]3[CH2:22][CH2:23][c:24]4[cH:25][cH:26][cH:27][c:28]([c:31]43)[CH2:29][CH2:30]2)[cH:6][cH:7]1.[ClH:11]. Starting materials: O=C1CCC(=O)N1Br, ClCCl, OCCCC1CCCc2ccccc21, c1ccc(P(c2ccccc2)c2ccccc2)cc1. Yields the product BrCCCC1CCCc2ccccc21. Reaction SMILES: [Br:34][N:35]1[C:36](=[O:37])[CH2:38][CH2:39][C:40]1=[O:41].[CH2:42]([Cl:43])[Cl:44].[OH:1][CH2:2][CH2:3][CH2:4][CH:5]1[CH2:6][CH2:7][CH2:8][c:9]2[cH:10][cH:11][cH:12][cH:13][c:14]21.[c:15]1([P:16]([c:17]2[cH:18][cH:19][cH:20][cH:21][cH:22]2)[c:23]2[cH:24][cH:25][cH:26][cH:27][cH:28]2)[cH:29][cH:30][cH:31][cH:32][cH:33]1>>[CH2:2]([CH2:3][CH2:4][CH:5]1[CH2:6][CH2:7][CH2:8][c:9]2[cH:10][cH:11][cH:12][cH:13][c:14]21)[Br:34]. Starting materials: [Cl-].[Al+3].[Cl-].[Cl-] (aluminium chloride), C(C)OC=1C=C2C(C(=CN(C2=NC1C=O)CC)C(=O)OCC)=O (ethyl 1,4-dihydro-6-ethoxy-1-ethyl-7-formyl-4-oxo-1,8-naphthyridine-3-carboxylate), ice water. The solvent is ClCCl (dichloromethane), ClCCl (dichloromethane). Run at time 1 hour. The product is C(C)N1C=C(C(C2=CC(=C(N=C12)C=O)O)=O)C(=O)OCC (ethyl 1,4-dihydro-1-ethyl-7-formyl-6-hydroxy-4-oxo-1,8-naphthyridine-3-carboxylate). Yield: 95.6%. Reaction SMILES: [Cl-].[Al+3].[Cl-].[Cl-].C([O:7][C:8]1[CH:9]=[C:10]2[C:15](=[N:16][C:17]=1[CH:18]=[O:19])[N:14]([CH2:20][CH3:21])[CH:13]=[C:12]([C:22]([O:24][CH2:25][CH3:26])=[O:23])[C:11]2=[O:27])C>ClCCl>[CH2:20]([N:14]1[C:15]2[C:10](=[CH:9][C:8]([OH:7])=[C:17]([CH:18]=[O:19])[N:16]=2)[C:11](=[O:27])[C:12]([C:22]([O:24][CH2:25][CH3:26])=[O:23])=[CH:13]1)[CH3:21] |f:0.1.2.3|. Procedure: To 500 ml of dichloromethane was added 53 g of pulverized aluminium chloride and stirred at room temperature for 1 hour. To the above mixture, a solution of 25.0 g of ethyl 1,4-dihydro-6-ethoxy-1-ethyl-7-formyl-4-oxo-1,8-naphthyridine-3-carboxylate dissolved in 200 ml of dichloromethane was slowly added dropwise. After the resulting mixture was stirred at room temperature for 3 hours, ice water was added to the reaction mixture and allowed to separate into two layers. The aqueous layer was extra... The reactants are FC1=C(C=C(C=C1)O)C (4-fluoro-3-methylphenol), CSC#N (methyl thiocyanate), [Cl-].[Al+3].[Cl-].[Cl-] (aluminium chloride), B(Cl)(Cl)Cl (boron trichloride). The solvent is ClCCl (dichloromethane), ClCCl (dichloromethane). Reaction conditions: time 8 hour. The product is FC=1C(=CC(=C(C#N)C1)O)C (5-Fluoro-2-hydroxy-4-methylbenzonitrile). Isolated yield 57.9%. As a reaction SMILES: B(Cl)(Cl)Cl.[F:5][C:6]1[CH:11]=[CH:10][C:9]([OH:12])=[CH:8][C:7]=1[CH3:13].CS[C:16]#[N:17].[Cl-].[Al+3].[Cl-].[Cl-]>ClCCl>[F:5][C:6]1[C:7]([CH3:13])=[CH:8][C:9]([OH:12])=[C:10]([CH:11]=1)[C:16]#[N:17] |f:3.4.5.6|. Procedure details: To a IM solution of boron trichloride in dichloromethane (48 ml, 48 mmol) was added, in sequence, a solution of 4-fluoro-3-methylphenol (4.44 ml, 40 mmol) in dichloromethane (40 ml), methyl thiocyanate (3.3 ml, 48 mmol) and anhydrous aluminium chloride (5.4 g, 40 mmol) at 0° C. with stirring. The reaction mixture was heated under reflux for 3 h, and stirred at room temperature overnight. The solvent was evaporated, replaced by dichloroethane and added to ice and 4N sodium hydroxide (132 ml). The... Starting materials: CC=1C(=C(C=C(C1OC)C)CCCC(=O)OC)C=O (Methyl 4-(3,5-dimethyl-2-formyl-4-methoxyphenyl)butyrate), C1(=CC=CC=C1)P(=CC(C)=O)(C1=CC=CC=C1)C1=CC=CC=C1 (1-triphenylphosphoranylidene-2-propanone). Solvent: C1(=CC=CC=C1)C (toluene). The product is C(=CC(C)=O)C1=C(C=C(C(=C1C)OC)C)CCCC(=O)OC (methyl 4-[2-(but-1-en-3-one-1-yl)-3,5-dimethyl-4-methoxyphenyl]butyrate). Reaction SMILES: [CH3:1][C:2]1[C:3]([CH:18]=O)=[C:4]([CH2:11][CH2:12][CH2:13][C:14]([O:16][CH3:17])=[O:15])[CH:5]=[C:6]([CH3:10])[C:7]=1[O:8][CH3:9].C1(P(C2C=CC=CC=2)(C2C=CC=CC=2)=[CH:27][C:28](=[O:30])[CH3:29])C=CC=CC=1>C1(C)C=CC=CC=1>[CH:18]([C:3]1[C:2]([CH3:1])=[C:7]([O:8][CH3:9])[C:6]([CH3:10])=[CH:5][C:4]=1[CH2:11][CH2:12][CH2:13][C:14]([O:16][CH3:17])=[O:15])=[CH:27][C:28](=[O:30])[CH3:29]. Procedure details: Methyl 4-(3,5-dimethyl-2-formyl-4-methoxyphenyl)butyrate (9.4 g) and 1-triphenylphosphoranylidene-2-propanone (21 g equiv) were heated and stirred at reflux in toluene for 48 hr. The solvent was evaporated under reduced pressure and the residue was purified by column chromatography over silica with dichloromethane elution to give methyl 4-[2-(but-1-en-3-one-1-yl)-3,5-dimethyl-4-methoxyphenyl]butyrate as a pale yellow oil. Pmr spectrum (CDCl3 ; δ in ppm): 1.83-2.69 (6H,m); 2.25 (3H,s); 2.28 (3H,s... Starting materials: N(=O)[O-].[Na+] (Sodium nitrite), S(=O)=O (sulphur dioxide), FC1=C(N)C=CC(=C1)C (2-Fluoro-4-methylaniline), Cl (hydrochloric acid). Run in O (water), O (water), C(C)(=O)O (acetic acid), C(C)(=O)O (acetic acid). Reaction conditions: time 0.5 hour. Product: FC1=C(C=CC(=C1)C)S(=O)(=O)N (2-Fluoro-4-methyl-1-benzenesulfonamide). Reaction SMILES: [F:1][C:2]1[CH:8]=[C:7]([CH3:9])[CH:6]=[CH:5][C:3]=1N.Cl.[N:11]([O-])=O.[Na+].[S:15](=[O:17])=[O:16]>C(O)(=O)C.O>[F:1][C:2]1[CH:8]=[C:7]([CH3:9])[CH:6]=[CH:5][C:3]=1[S:15]([NH2:11])(=[O:17])=[O:16] |f:2.3|. Procedure details: 2-Fluoro-4-methylaniline (3 g, 24 mmol) was dissolved in glacial acetic acid (45 ml) and concentrated hydrochloric acid (15 ml) and the solution was cooled to -10° C. with overhead stirring. Sodium nitrite (1.82 g, 26.4 mmol) in water (3 ml) was added dropwise over 0.5 h maintaining the temperature below -5° C. Stirring was continued for a further 0.5 h after the final addition. This mixture was added in small portions to a stirred, saturated solution of sulphur dioxide in acetic acid (30 ml) at... Starting materials: NCCc1ccccc1, CC#N, C=CCC(O)(CCCl)c1ccccc1, [K+], [K+], O=C([O-])[O-]. Product: C=CCC(O)(CCNCCc1ccccc1)c1ccccc1. Reaction SMILES: [CH2:15]([CH2:16][c:17]1[cH:18][cH:19][cH:20][cH:21][cH:22]1)[NH2:23].[CH3:30][C:31]#[N:32].[Cl:1][CH2:2][CH2:3][C:4]([CH2:5][CH:6]=[CH2:7])([OH:8])[c:9]1[cH:10][cH:11][cH:12][cH:13][cH:14]1.[K+:24].[K+:25].[O-:26][C:27]([O-:28])=[O:29]>>[CH2:2]([CH2:3][C:4]([CH2:5][CH:6]=[CH2:7])([OH:8])[c:9]1[cH:10][cH:11][cH:12][cH:13][cH:14]1)[NH:23][CH2:15][CH2:16][c:17]1[cH:18][cH:19][cH:20][cH:21][cH:22]1.